From a dataset of the Open Reaction Database (ORD), a public repository of structured organic reaction records. describe an organic reaction: reactants, conditions, products, and yield The reactants are FC1=C(N)C=CC(=C1)OCC1=CC=C(C=C1)Cl (2-fluoro-4-(4-chlorophenylmethoxy)aniline), ClC(=O)OC(Cl)(Cl)Cl (trichloromethyl chloroformate). Run in C1(=CC=CC=C1)C (toluene), C1(=CC=CC=C1)C (toluene). Run at temperature 25 celsius, time 1 hour. The product is FC1=C(C=CC(=C1)OCC1=CC=C(C=C1)Cl)N=C=O (2-fluoro-4-(4-chlorophenylmethoxy)phenyl isocyanate). Isolated yield 99.0%. RXN SMILES: [F:1][C:2]1[CH:8]=[C:7]([O:9][CH2:10][C:11]2[CH:16]=[CH:15][C:14]([Cl:17])=[CH:13][CH:12]=2)[CH:6]=[CH:5][C:3]=1[NH2:4].Cl[C:19](OC(Cl)(Cl)Cl)=[O:20]>C1(C)C=CC=CC=1>[F:1][C:2]1[CH:8]=[C:7]([O:9][CH2:10][C:11]2[CH:16]=[CH:15][C:14]([Cl:17])=[CH:13][CH:12]=2)[CH:6]=[CH:5][C:3]=1[N:4]=[C:19]=[O:20]. Procedure details: A solution of 5.0 grams (0.02 mole) of 2-fluoro-4-(4-chlorophenylmethoxy)aniline in 150 mL of toluene was stirred and a solution of 3.4 mL (0.02 mole) of trichloromethyl chloroformate in 20 mL of toluene was added slowly. Upon completion of addition, the reaction mixture was stirred at 25° C. for one hour. After this time the reaction mixture was warmed to reflux, where it was stirred for about 18 hours. The reaction mixture was then concentrated under reduced pressure, yielding 5.5 grams of 2-f...